Dataset: the Open Reaction Database (ORD), a public repository of structured organic reaction records. Task: describe an organic reaction: reactants, conditions, products, and yield Starting materials: CS(=O)(=O)CC(C=C)(F)F (1-methanesulfonyl-2,2-difluoro-3-butene), C1(=O)OCC2=CC=CC=C12.[K] (potassium phthalide), CN(C=O)C (dimethylformamide). Procedure: The compound 1-methanesulfonyl-2,2-difluoro-3-butene (11.2 g, 60.2 mM), potassium phthalide (12.3 g, 66.4 mM) and dry dimethylformamide (30 mL) are stirred and heated (bath temperature 110° C.) under nitrogen for 120 hours. After cooling to room temperature, the crude reaction product is precipitated by the addition of water (approximately 300 mL), filtered and dissolved in dichloromethane. The dichloromethane solution is washed with 1N potassium hydroxide (twice), water (twice), dried (Na2SO4) ... Reaction conditions: temperature 110 celsius. Yields the product C1(C=2C(C(N1CC(C=C)(F)F)=O)=CC=CC2)=O (1-phthalimido-2,2-difluoro-3-butene). As a reaction SMILES: CS([CH2:5][C:6]([F:10])([F:9])[CH:7]=[CH2:8])(=O)=O.[C:11]1([C:20]2[C:15](=[CH:16][CH:17]=[CH:18][CH:19]=2)[CH2:14][O:13]1)=[O:12].[K].C[N:23](C)C=O>>[C:14]1(=[O:13])[N:23]([CH2:5][C:6]([F:10])([F:9])[CH:7]=[CH2:8])[C:11](=[O:12])[C:20]2=[CH:19][CH:18]=[CH:17][CH:16]=[C:15]12 |f:1.2,^1:20|. The reactants are C(F)(F)(C(F)(F)C(F)(F)C(F)(F)C(F)(F)C(F)(F)C(F)(F)C(F)(F)F)S(=O)O[Li] (C8F17SO2Li). Solvent: O (water). Conditions: time 3 hour. Yields the product FC(C(=C(F)F)F)(F)F.C(=C)(F)F (hexafluoropropylene vinylidene fluoride). Isolated yield 7981.4%. RXN SMILES: [C:1](S(O[Li])=O)([C:4](C(C(C([C:16]([C:19]([C:22]([F:25])([F:24])[F:23])(F)[F:20])([F:18])[F:17])(F)F)(F)F)(F)F)(F)F)([F:3])[F:2]>O>[F:23][C:22]([F:25])([F:24])[C:19]([F:20])=[C:16]([F:18])[F:17].[C:1]([F:3])([F:2])=[CH2:4] |f:2.3|. Procedure: A 400 ml autoclave was loaded with 200 ml water, 1.09 g of C8F17SO2Li, and purged with nitrogen. The autoclave was cooled, evacuated, and loaded with 60 g of hexafluoropropylene and 40 g of vinylidene fluoride. A solution of 0.5 g of sodium bromate in 50 ml of water was injected at 0.3 ml/minute. Pressure within the autoclave decreased from 2.15 MPa at 22° C. to 1.65 MPa at 24° C., 3 hours later. The autoclave was vented, the polymeric emulsion recovered and then broken by freezing. Filtering an... Starting materials: [F-].C(CCC)[N+](CCCC)(CCCC)CCCC (Tetrabutylammonium fluoride), BrC=1C(=NC=CC1C)C=O (3-bromo-4-methyl-pyridine-2-carbaldehyde), FC(F)(F)[Si](C)(C)C ((trifluoromethyl)trimethylsilane). The solvent is C1CCOC1 (THF), C1CCOC1 (THF), C1CCOC1 (THF), C(C)(=O)OCC (ethyl acetate). Run at temperature -15 celsius, time 8 hour. Product: BrC=1C(=NC=CC1C)C(C(F)(F)F)O (1-(3-bromo-4-methylpyridin-2-yl)-2,2,2-trifluoroethanol). Isolated yield 44.0%. RXN SMILES: [F-].C([N+](CCCC)(CCCC)CCCC)CCC.[Br:19][C:20]1[C:21]([CH:27]=[O:28])=[N:22][CH:23]=[CH:24][C:25]=1[CH3:26].[F:29][C:30]([Si](C)(C)C)([F:32])[F:31]>C1COCC1.C(OCC)(=O)C>[Br:19][C:20]1[C:21]([CH:27]([OH:28])[C:30]([F:32])([F:31])[F:29])=[N:22][CH:23]=[CH:24][C:25]=1[CH3:26] |f:0.1|. Procedure: Tetrabutylammonium fluoride (1.0 mol/L) in THF (1.2 mL, 1.20 mmol) was added dropwise to a solution of 3-bromo-4-methyl-pyridine-2-carbaldehyde (150 mg, 0.75 mmol), and (trifluoromethyl)trimethylsilane (2.0 mol/L) in THF (0.49 mL, 0.975 mmol) in THF (10 mL) cooled at −15° C. The reaction mixture was warmed to room temperature and stirred overnight. The reaction mixture was diluted with ethyl acetate (50 mL) and washed with water (25 mL). The organic layer was separated, dried over sodium sulfate... Run in C(Cl)Cl (DCM), C(Cl)Cl (methylene chloride). The product is [N+](=O)([O-])C1=C(C=CC=C1)C(COC(=O)NNC(=O)OCC(C)C1=C(C=CC=C1)[N+](=O)[O-])C (di-(2-(2-nitrophenyl)propoxycarbonyl)hydrazine). Reaction SMILES: [NH2:1][NH2:2].Cl[C:4]([O:6][CH2:7][CH:8]([C:10]1[CH:15]=[CH:14][CH:13]=[CH:12][C:11]=1[N+:16]([O-:18])=[O:17])[CH3:9])=[O:5]>C(Cl)Cl>[N+:16]([C:11]1[CH:12]=[CH:13][CH:14]=[CH:15][C:10]=1[CH:8]([CH3:9])[CH2:7][O:6][C:4]([NH:1][NH:2][C:4]([O:6][CH2:7][CH:8]([C:10]1[CH:15]=[CH:14][CH:13]=[CH:12][C:11]=1[N+:16]([O-:18])=[O:17])[CH3:9])=[O:5])=[O:5])([O-:18])=[O:17]. Procedure: A solution of hydrazine (0.32 mL, 10.25 mmol) in DCM (20 mL) was added dropwise to a solution of 2-(2-nitrophenyl)propyl chloroformate (5.0 g, 20 mmol) in methylene chloride (25 mL) over a period of 30 min. The reaction mixture was stirred at room temperature for an additional 15 min. The solvent was evaporated and the residue was purified on a silica gel column. Elution of the column with 20% ethyl acetate in hexanes gave 1.46 g (3.26 mmol, 32% yield) of di-(2-(2-nitrophenyl)propoxycarbonyl)hyd... Isolated yield 32.6%. Reactants: NN (hydrazine), ClC(=O)OCC(C)C1=C(C=CC=C1)[N+](=O)[O-] (2-(2-nitrophenyl)propyl chloroformate). Run at time 15 minute. Reactants: BrC1=C(C=CC(=C1)C(C)C)C (2-bromo-4-isopropyl-1-methyl-benzene), [Li]C(C)(C)C (t-BuLi), CN(C)C=O (DMF), ice, Cl (HCl). Run in C1CCOC1 (THF), CCCCC (pentane), C(C)OCC (ethyl ether), C1CCOC1 (THF). Conditions: temperature -78 celsius, time 1 hour. The product is C(C)(C)C=1C=CC(=C(C=O)C1)C (5-isopropyl-2-methyl-benzaldehyde). RXN SMILES: Br[C:2]1[CH:7]=[C:6]([CH:8]([CH3:10])[CH3:9])[CH:5]=[CH:4][C:3]=1[CH3:11].[Li]C(C)(C)C.CN([CH:20]=[O:21])C.Cl>C1COCC1.CCCCC.C(OCC)C>[CH:8]([C:6]1[CH:5]=[CH:4][C:3]([CH3:11])=[C:2]([CH:7]=1)[CH:20]=[O:21])([CH3:10])[CH3:9]. Procedure details: To a solution of 2-bromo-4-isopropyl-1-methyl-benzene (863 mg, 4.0 mmol) in 10 mL of THF is added a solution of t-BuLi (1.7 M in pentane, 4.7 mg dropwise at below −70° C. After addition, the reaction mixture is stirred at −78° C. for one hour. A solution of DMF (0.46 mL) in 1 mL of THF is added at the same temperature and stirred for additional one hour. The reaction mixture is allowed to warm to room temperature then poured into a mixture containing ice (50 g) and concentrated HCl (2 mL) and st...